Dataset: the Open Reaction Database (ORD), a public repository of structured organic reaction records. Task: describe an organic reaction: reactants, conditions, products, and yield The reactants are BrCCC(C)C1=CC(=CC=C1)OC (1-bromo-3-(3-methoxyphenyl)butane), C1(=CC=CC=C1)P(C1=CC=CC=C1)C1=CC=CC=C1 (triphenyl phosphine). Solvent: C=1(C(=CC=CC1)C)C (xylene). Yields the product [Br-].COC=1C=C(C=CC1)C(CC[P+](C1=CC=CC=C1)(C1=CC=CC=C1)C1=CC=CC=C1)C (3-(3-methoxyphenyl)butyltriphenylphosphonium bromide). RXN SMILES: [Br:1][CH2:2][CH2:3][CH:4]([C:6]1[CH:11]=[CH:10][CH:9]=[C:8]([O:12][CH3:13])[CH:7]=1)[CH3:5].[C:14]1([P:20]([C:27]2[CH:32]=[CH:31][CH:30]=[CH:29][CH:28]=2)[C:21]2[CH:26]=[CH:25][CH:24]=[CH:23][CH:22]=2)[CH:19]=[CH:18][CH:17]=[CH:16][CH:15]=1>C1(C)C(C)=CC=CC=1>[Br-:1].[CH3:13][O:12][C:8]1[CH:7]=[C:6]([CH:4]([CH3:5])[CH2:3][CH2:2][P+:20]([C:21]2[CH:22]=[CH:23][CH:24]=[CH:25][CH:26]=2)([C:27]2[CH:32]=[CH:31][CH:30]=[CH:29][CH:28]=2)[C:14]2[CH:15]=[CH:16][CH:17]=[CH:18][CH:19]=2)[CH:11]=[CH:10][CH:9]=1 |f:3.4|. Reported procedure: The 3-(3-methoxyphenyl)butyltriphenylphosphonium bromide is prepared by refluxing a mixture of 1-bromo-3-(3-methoxyphenyl)butane (78.5 mmoles) and triphenyl phosphine (78.5 mmoles) in xylene (60 ml.) for 18 hours. The reaction mixture is then cooled to room temperature and filtered. The filter cake is washed with ether and the product dried in a vacuum desiccator. Reactants: C(#N)C=1C=C2C3C(C(OC2=CC1)(C)C)O3 (6-cyano-2,2-dimethyl-3,4-epoxychromane), FC1=CC(NC=C1)=O (4-fluoropyrid-2-one), methanolic solution, [OH-].C(C1=CC=CC=C1)[N+](C)(C)C (benzyltrimethylammonium hydroxide). Solvent: O1CCCC1 (tetrahydrofuran). The product is C(#N)C=1C=C2[C@H]([C@@H](C(OC2=CC1)(C)C)O)N1C(C=C(C=C1)F)=O (trans-6-Cyano-4-(1,2-dihydro-4-fluoro-2-oxopyrid-1-yl)-2,2-dimethylchroman-3-ol). As a reaction SMILES: [C:1]([C:3]1[CH:4]=[C:5]2[C:10](=[CH:11][CH:12]=1)[O:9][C:8]([CH3:14])([CH3:13])[CH:7]1[O:15][CH:6]21)#[N:2].[F:16][C:17]1[CH:22]=[CH:21][NH:20][C:19](=[O:23])[CH:18]=1.[OH-].C([N+](C)(C)C)C1C=CC=CC=1>O1CCCC1>[C:1]([C:3]1[CH:4]=[C:5]2[C:10](=[CH:11][CH:12]=1)[O:9][C:8]([CH3:14])([CH3:13])[C@@H:7]([OH:15])[C@@H:6]2[N:20]1[CH:21]=[CH:22][C:17]([F:16])=[CH:18][C:19]1=[O:23])#[N:2] |f:2.3|. Procedure details: A mixture containing 460 mg of 6-cyano-2,2-dimethyl-3,4-epoxychromane, 283 mg of 4-fluoropyrid-2-one (PREPARATION III) and 0.05 ml of a methanolic solution containing 35% of benzyltrimethylammonium hydroxide, in 5 ml of tetrahydrofuran, is refluxed for 24 hours. The solvent is concentrated, the residue is taken up in ethyl acetate and the organic phase is then washed with water, dried over sodium sulfate and concentrated under vacuum. The residue obtained is chromatographed on silica using a met... Starting materials: CC(=O)OI1(C=2C=CC=CC2C(=O)O1)(OC(=O)C)OC(=O)C (Dess-Martin Periodinane), OC(C(CC)O)(C1=NC=CC=C1)C1=CC(=CC=2NC(NC21)=O)C=2C(=NOC2C)C (4-(1,2-dihydroxy-1-(pyridin-2-yl)butyl)-6-(3,5-dimethylisoxazol-4-yl)-1H-benzo[d]imidazol-2(3H)-one). Run in ClCCl (dichlormethane), C1CCOC1 (THF). Run at time 72 hour. The product is CC1=NOC(=C1C=1C=C(C2=C(NC(N2)=O)C1)C(C(CC)=O)(C1=NC=CC=C1)O)C (6-(3,5-dimethylisoxazol-4-yl)-4-(1-hydroxy-2-oxo-1-(pyridin-2-yl)butyl)-1H-benzo[d]imidazol-2(3H)-one). Reaction SMILES: CC(OI1(OC(C)=O)(OC(C)=O)OC(=O)C2C=CC=CC1=2)=O.[OH:23][C:24]([C:35]1[C:43]2[NH:42][C:41](=[O:44])[NH:40][C:39]=2[CH:38]=[C:37]([C:45]2[C:46]([CH3:51])=[N:47][O:48][C:49]=2[CH3:50])[CH:36]=1)([C:29]1[CH:34]=[CH:33][CH:32]=[CH:31][N:30]=1)[CH:25]([OH:28])[CH2:26][CH3:27]>ClCCl.C1COCC1>[CH3:51][C:46]1[C:45]([C:37]2[CH:36]=[C:35]([C:24]([OH:23])([C:29]3[CH:34]=[CH:33][CH:32]=[CH:31][N:30]=3)[C:25](=[O:28])[CH2:26][CH3:27])[C:43]3[NH:42][C:41](=[O:44])[NH:40][C:39]=3[CH:38]=2)=[C:49]([CH3:50])[O:48][N:47]=1. Procedure: Dess-Martin Periodinane (90 mg, 0.24 mmol) was added to a solution of 4-(1,2-dihydroxy-1-(pyridin-2-yl)butyl)-6-(3,5-dimethylisoxazol-4-yl)-1H-benzo[d]imidazol-2(3H)-one (50 mg, 0.12 mmol) in a mixture of dichlormethane and THF. The reaction was stirred for 72 h at room temperature, concentrated and purified by reverse-phase HPLC. A portion of this product was dissolved in concentrated HCl (0.1 mL) and ethanol (1 mL), heated at 80° C. for 3 h and concentrated to give 6-(3,5-dimethylisoxazol-4-yl... Reactants: C(C)(C)(C)OC(NCC1=CC(=CC=C1)CO)=O ((3-hydroxymethyl-benzyl)-carbamic acid tert-butyl ester), C(C)(=O)OCC.ClCCl (ethyl acetate dichloromethane), II (iodine), polystyrene, N1C=NC=C1 (imidazole). The solvent is ClCCl (dichloromethane), ClCCl (dichloromethane). Run at time 16 hour. The product is C(C)(C)(C)OC(NCC1=CC(=CC=C1)CI)=O ((3-Iodomethyl-benzyl)-carbamic acid tert-butyl ester). The yield is 119.7%. As a reaction SMILES: N1C=CN=C1.[C:6]([O:10][C:11](=[O:22])[NH:12][CH2:13][C:14]1[CH:19]=[CH:18][CH:17]=[C:16]([CH2:20]O)[CH:15]=1)([CH3:9])([CH3:8])[CH3:7].[I:23]I.C(OCC)(=O)C.ClCCl>ClCCl>[C:6]([O:10][C:11](=[O:22])[NH:12][CH2:13][C:14]1[CH:19]=[CH:18][CH:17]=[C:16]([CH2:20][I:23])[CH:15]=1)([CH3:9])([CH3:8])[CH3:7] |f:3.4|. Procedure: Stir polystyrene-bound triphenylphosphine (4.27 g, 12.8 mmol) and imidazole (0.86 g, 12.7 mmol) in dichloromethane (45 mL). Add a solution of (3-hydroxymethyl-benzyl)-carbamic acid tert-butyl ester (1.70 g, 6.1 mmol) in dichloromethane (45 mL). Add iodine (3.22 g, 12.7 mmol) in 3 portions. Stir 16 hrs. Filter through a pad of diatomaceous earth. Wash with aqueous sodium thiosulfate. Dry the organic portion over sodium sulfate. Filter and concentrate. Chromatograph the residue on silica eluting w... Reactants: step-ii, NC1=C(C=CC(=C1)C=1C=C2C(=NC1)NC=C2C=2C=NN(C2)CC2=CC(=CC=C2)F)N2CCN(CC2)C(=O)OC(C)(C)C (tert-butyl 4-(2-amino-4-(3-(1-(3-fluorobenzyl)-1H-pyrazol-4-yl)-1H-pyrrolo[2,3-b]pyridin-5-yl)phenyl)piperazine-1-carboxylate). The solvent is CCOCC.CO (ether MeOH), Cl (HCl). Yields the product FC=1C=C(CN2N=CC(=C2)C2=CNC3=NC=C(C=C32)C=3C=CC(=C(N)C3)N3CCNCC3)C=CC1 (5-(3-(1-(3-fluorobenzyl)-1H-pyrazol-4-yl)-1H-pyrrolo[2,3-b]pyridin-5-yl)-2-(piperazin-1-yl) aniline). The yield is 7.1%. RXN SMILES: [NH2:1][C:2]1[CH:7]=[C:6]([C:8]2[CH:9]=[C:10]3[C:16]([C:17]4[CH:18]=[N:19][N:20]([CH2:22][C:23]5[CH:28]=[CH:27][CH:26]=[C:25]([F:29])[CH:24]=5)[CH:21]=4)=[CH:15][NH:14][C:11]3=[N:12][CH:13]=2)[CH:5]=[CH:4][C:3]=1[N:30]1[CH2:35][CH2:34][N:33](C(OC(C)(C)C)=O)[CH2:32][CH2:31]1>Cl.CCOCC.CO>[F:29][C:25]1[CH:24]=[C:23]([CH:28]=[CH:27][CH:26]=1)[CH2:22][N:20]1[CH:21]=[C:17]([C:16]2[C:10]3[C:11](=[N:12][CH:13]=[C:8]([C:6]4[CH:5]=[CH:4][C:3]([N:30]5[CH2:31][CH2:32][NH:33][CH2:34][CH2:35]5)=[C:2]([CH:7]=4)[NH2:1])[CH:9]=3)[NH:14][CH:15]=2)[CH:18]=[N:19]1 |f:2.3|. Reported procedure: Using similar reaction conditions as described in step-ii of example-7, tert-butyl 4-(2-amino-4-(3-(1-(3-fluorobenzyl)-1H-pyrazol-4-yl)-1H-pyrrolo[2,3-b]pyridin-5-yl)phenyl)piperazine-1-carboxylate (90 mg, 0.15 mmol) was deprotected in HCl in ether/MeOH (0.2/5 ml). This afforded 5 mg (6.3% yield) of the titled compound. 1H NMR (CD3OD, 400 MHz): δ 9.00 (s, 1H), 8.70 (s, 1H), 8.40 (s, 1H), 8.06 (s, 1H), 7.98 (s, 1H), 7.90-7.80 (m, 2H), 7.63-7.61 (d, 1H), 7.45-7.35 (q, 1H), 7.20-7.00 (m, 3H), 5.45 ... The reactants are FC(C1=CC=C(C=C1)N1C(OC(C1C(C)C)=O)=O)(F)F (3-(4-trifluoromethylphenyl)-4-isopropyloxazolidine-2,5-dione), O(C1=CC=CC=C1)C1=CC=CC(=N1)CO ((6-phenoxy-2-pyridyl)methanol). Yields the product (6-phenoxy-2-pyridyl)methyl ester, FC(C1=CC=C(C=C1)N[C@@H](C(C)C)C(=O)O)(F)F (N-(4-trifluoromethylphenyl)valine). As a reaction SMILES: [F:1][C:2]([F:20])([F:19])[C:3]1[CH:8]=[CH:7][C:6]([N:9]2[CH:13]([CH:14]([CH3:16])[CH3:15])[C:12](=[O:17])[O:11]C2=O)=[CH:5][CH:4]=1.O(C1N=C(CO)C=CC=1)C1C=CC=CC=1>>[F:1][C:2]([F:19])([F:20])[C:3]1[CH:8]=[CH:7][C:6]([NH:9][C@H:13]([C:12]([OH:17])=[O:11])[CH:14]([CH3:16])[CH3:15])=[CH:5][CH:4]=1. Procedure details: In the same way, 3-(4-trifluoromethylphenyl)-4-isopropyloxazolidine-2,5-dione is reacted with (6-phenoxy-2-pyridyl)methanol to give the (6-phenoxy-2-pyridyl)methyl ester of N-(4-trifluoromethylphenyl)valine. Reactants: C(=O)(OC)C1=C(OC(=C1)C)C (3-carbomethoxy-2,5-dimethylfuran), CC(C)C[AlH]CC(C)C (DIBAL). Solvent: C(Cl)Cl (methylene chloride). Conditions: time 1 hour. Yields the product CC=1OC(=CC1CO)C (2,5-dimethyl-3- hydroxymethylfuran). The yield is 63.6%. As a reaction SMILES: [C:1]([C:5]1[CH:9]=[C:8]([CH3:10])[O:7][C:6]=1[CH3:11])(OC)=[O:2].CC(C[AlH]CC(C)C)C>C(Cl)Cl>[CH3:11][C:6]1[O:7][C:8]([CH3:10])=[CH:9][C:5]=1[CH2:1][OH:2]. Procedure details: To a stirred solution of 3-carbomethoxy-2,5-dimethylfuran (2.5 g, 16.2 mmol) in methylene chloride (distilled from CaH) at -20° C., under N2, was added 2.5 eq of DIBAL (1M in CH2Cl2). After 1 h, the dry ice/acetonitrile bath was removed and 60 mL of 10% HCl was added dropwise. The organic layer was separated, dried over MgSO4, and evaporated. The residue was chromatographed (silica gel, 60% ether/hexane) to yield 1.3 g of 2,5-dimethyl-3- hydroxymethylfuran. The reactants are resultant mixture, C(C)(C)(C)C1=NOC(=C1)NC (3-t-butyl-5-methylaminoisoxazole), CN=C=O (methyl isocyanate), CN=C=O (methyl isocyanate). Run at temperature 80 celsius. Product: CNC(=O)N(C1=CC(=NO1)C(C)(C)C)C (1,3-dimethyl-3-(3-t-butyl-5-isoxazolyl)-urea). Yield: 86.5%. RXN SMILES: [C:1]([C:5]1[CH:9]=[C:8]([NH:10][CH3:11])[O:7][N:6]=1)([CH3:4])([CH3:3])[CH3:2].[CH3:12][N:13]=[C:14]=[O:15]>>[CH3:12][NH:13][C:14]([N:10]([CH3:11])[C:8]1[O:7][N:6]=[C:5]([C:1]([CH3:3])([CH3:2])[CH3:4])[CH:9]=1)=[O:15]. Procedure: A mixture of 3-t-butyl-5-methylaminoisoxazole (2.16 g) and methyl isocyanate (1.04 g) is heated at 80° C. in a sealed tube for 13 hours. Then, methyl isocyanate (0.40 g) is added thereto, and the resultant mixture is heated at 80° C. for 9 hours. The reaction mixture is chromatographed on a column of silica gel, whereby 1,3-dimethyl-3-(3-t-butyl-5-isoxazolyl)-urea (2.56 g) is obtained. The yield is 86.3%. IR: 1700, 1598 cm-1 (CC14). Starting materials: epoxide, ester, C(C(=C)C)(=O)OCC1CO1 (Glycidyl methacrylate), C(C)(C)(C)C1=CC(=CC(=C1O)C(C)(C)C)C (2,6-di-tert. butyl-p-cresol), C12C=CC(CC1C(=O)O)C2 (bicyclo[2.2.1]hept-2-ene-6-carboxylic acid). The reagents and catalysts are [Cl-].C[N+](C)(C)C (tetramethylammonium chloride). Run at temperature 100 celsius, time 3 hour. The product is C12C=CC(CC1C(=O)OCC(COC(C(=C)C)=O)O)C2 (3-(Methacryloyloxy)-2-hydroxypropyl bicyclo[2.2.1]hept-2-ene-6-carboxylate). Reaction SMILES: [C:1]([O:6][CH2:7][CH:8]1[O:10][CH2:9]1)(=[O:5])[C:2]([CH3:4])=[CH2:3].C(C1C(O)=C(C(C)(C)C)C=C(C)C=1)(C)(C)C.[CH:27]12[CH2:36][CH:30]([CH2:31][CH:32]1[C:33]([OH:35])=[O:34])[CH:29]=[CH:28]2>[Cl-].C[N+](C)(C)C>[CH:27]12[CH2:36][CH:30]([CH2:31][CH:32]1[C:33]([O:35][CH2:9][CH:8]([OH:10])[CH2:7][O:6][C:1](=[O:5])[C:2]([CH3:4])=[CH2:3])=[O:34])[CH:29]=[CH:28]2 |f:3.4|. Procedure: Glycidyl methacrylate (43 g), containing 0.13 g of 2,6-di-tert. butyl-p-cresol and 0.26 g of tetramethylammonium chloride, was heated to 100° C. and bicyclo[2.2.1]hept-2-ene-6-carboxylic acid (41.8 g) was added slowly over about 1 hour, so that the temperature of the mixture did not exceed 105° C. Heating at 100° C. was continued for a further three hours, by which time the epoxide content of the product was negligible. The above-mentioned ester was a colourless mobile liquid. Starting materials: [Si](C)(C)(C(C)(C)C)OC[C@@H]1CC([C@@H](O1)N1C(=O)NC(=O)C=C1)=O (5'-O-(t-Butyldimethylsilyl)-2',3'-dideoxy-2'-oxo-uridine), COC(N(C)C)OC (N,N-dimethylformamide dimethyl acetal). Solvent: CN(C=O)C (dimethylformamide). Reaction conditions: temperature 50 celsius, time 0.5 hour. Yields the product [Si](C)(C)(C(C)(C)C)OC[C@@H]1C(C([C@@H](O1)N1C(=O)NC(=O)C=C1)=O)=CN(C)C (5'-O-(t-Butyldimethylsilyl)-2',3'-dideoxy-3'-(N,N-dimethylaminomethylene)-2'-oxo-uridine). Yield: 69.8%. Reaction SMILES: [Si:1]([O:8][CH2:9][C@H:10]1[O:14][C@@H:13]([N:15]2[CH:22]=[CH:21][C:19](=[O:20])[NH:18][C:16]2=[O:17])[C:12](=[O:23])[CH2:11]1)([C:4]([CH3:7])([CH3:6])[CH3:5])([CH3:3])[CH3:2].CO[CH:26](OC)[N:27]([CH3:29])[CH3:28]>CN(C)C=O>[Si:1]([O:8][CH2:9][C@H:10]1[O:14][C@@H:13]([N:15]2[CH:22]=[CH:21][C:19](=[O:20])[NH:18][C:16]2=[O:17])[C:12](=[O:23])[C:11]1=[CH:26][N:27]([CH3:29])[CH3:28])([C:4]([CH3:7])([CH3:5])[CH3:6])([CH3:2])[CH3:3]. Procedure details: 5'-O-(t-Butyldimethylsilyl)-2',3'-dideoxy-2'-oxo-uridine (2.2 g, 6.45 mmol) was dissolved in 25 mL of dry dimethylformamide (DMF) and 0.85 g (7.1 mmol) of N,N-dimethylformamide dimethyl acetal was added. The reaction mixture was heated to 50° C. under a nitrogen atmosphere and stirred for 0.5 h. The solvent was removed in vacuo and the residue (3.2 g) was dissolved in methylene chloride and purified by flash chromatography (5 psi) on a silica gel column (2×25 cm) eluted with 200 mL of methylene ...